Dataset: the Open Reaction Database (ORD), a public repository of structured organic reaction records. Task: describe an organic reaction: reactants, conditions, products, and yield As a reaction SMILES: [C:1]([CH3:2])([CH3:3])([CH3:4])[O:5][C:6]([NH:7][c:8]1[c:9]([NH:14][C:15](=[O:16])[c:17]2[cH:18][c:19]3[c:20]([s:21]2)[cH:22][cH:23][c:24]([OH:26])[cH:25]3)[cH:10][cH:11][cH:12][cH:13]1)=[O:27].[C:28](=[O:29])([O-:30])[O-:31].[CH3:41][CH2:42][O:43][C:44](=[O:45])[CH3:46].[Cl:35][CH2:36][CH2:37][N:38]([CH3:39])[CH3:40].[ClH:34].[K+:32].[K+:33]>>[C:1]([CH3:2])([CH3:3])([CH3:4])[O:5][C:6]([NH:7][c:8]1[c:9]([NH:14][C:15](=[O:16])[c:17]2[cH:18][c:19]3[c:20]([s:21]2)[cH:22][cH:23][c:24]([O:26][CH2:36][CH2:37][N:38]([CH3:39])[CH3:40])[cH:25]3)[cH:10][cH:11][cH:12][cH:13]1)=[O:27]. Yields the product CN(C)CCOc1ccc2sc(C(=O)Nc3ccccc3NC(=O)OC(C)(C)C)cc2c1. Reactants: CC(C)(C)OC(=O)Nc1ccccc1NC(=O)c1cc2cc(O)ccc2s1, O=C([O-])[O-], CCOC(C)=O, CN(C)CCCl, Cl, [K+], [K+]. The reactants are Cl (Hydrogen chloride), C(C)(C)(C)OC(=O)N1[C@@H](CN(CC1)C(=O)OCC1=CC=CC=C1)CN(CC(C(C1=CC=CC=C1)C1=CC=CC=C1)=O)CC1=C(C=CC=C1)OC ((2R)-2-[[N-(2-methoxybenzyl)-N-(2-oxo-3,3-diphenylpropyl)amino]methyl]piperazine-1,4-dicarboxylic acid 4-benzyl ester 1-tert-butyl ester), C(C)(=O)OCC (ethyl acetate), C(C)(=O)OCC (ethyl acetate). Conditions: time 2 hour. Yields the product C(C1=CC=CC=C1)OC(=O)N1C[C@@H]2N(CC1)[C@@H](CN(C2)CC2=C(C=CC=C2)OC)C(C2=CC=CC=C2)C2=CC=CC=C2 ((6R,9aR)-6-benzhydryl-8-(2-methoxybenzyl)octahydropyrazino[1,2-a]pyrazine-2-carboxylic acid benzyl ester). RXN SMILES: Cl.C(OC([N:9]1[CH2:14][CH2:13][N:12](C(OCC2C=CC=CC=2)=O)[CH2:11][C@H:10]1[CH2:25][N:26]([CH2:43][C:44]1[CH:49]=[CH:48][CH:47]=[CH:46][C:45]=1[O:50][CH3:51])[CH2:27][C:28](=O)[CH:29]([C:36]1[CH:41]=[CH:40][CH:39]=[CH:38][CH:37]=1)[C:30]1[CH:35]=[CH:34][CH:33]=[CH:32][CH:31]=1)=O)(C)(C)C.[C:52]([O:55][CH2:56][CH3:57])(=[O:54])C>>[CH2:56]([O:55][C:52]([N:12]1[CH2:13][CH2:14][N:9]2[C@H:28]([CH:29]([C:30]3[CH:31]=[CH:32][CH:33]=[CH:34][CH:35]=3)[C:36]3[CH:37]=[CH:38][CH:39]=[CH:40][CH:41]=3)[CH2:27][N:26]([CH2:43][C:44]3[CH:49]=[CH:48][CH:47]=[CH:46][C:45]=3[O:50][CH3:51])[CH2:25][C@@H:10]2[CH2:11]1)=[O:54])[C:57]1[CH:31]=[CH:30][CH:29]=[CH:28][CH:27]=1. Procedure details: 4N Hydrogen chloride in ethyl acetate solution (3 ml) was added to a solution of (2R)-2-[[N-(2-methoxybenzyl)-N-(2-oxo-3,3-diphenylpropyl)amino]methyl]piperazine-1,4-dicarboxylic acid 4-benzyl ester 1-tert-butyl ester (160 mg) in ethyl acetate (3 ml) at room temperature. After being stirred for 2 hours, the reaction mixture was concentrated under reduced pressure. The resulting residue was dissolved into dichloromethane (4 ml). Sodium triacetoxyborohydride (150 mg) was added to the stirred mixtu... The reactants are COC1=CC=C2CCC(C(C2=C1)=O)=CC1=CC(=CC=C1)[N+](=O)[O-] (7-methoxy-2-(3-nitrobenzylidene)-3,4-dihydro-2H-napthalen-1-one). Reagents/catalysts: [Pd] (Pd/C). Solvent: O1CCCC1 (tetrahydrofuran), CO (CH3OH). Conditions: time 30 minute. Product: NC=1C=C(CC2C(C3=CC(=CC=C3CC2)OC)=O)C=CC1 (3-aminobenzyl-7-methoxy-3,4-dihydro-2H-napthalen-1-one). Yield: 64.9%. Reaction SMILES: [CH3:1][O:2][C:3]1[CH:12]=[C:11]2[C:6]([CH2:7][CH2:8][C:9](=[CH:14][C:15]3[CH:20]=[CH:19][CH:18]=[C:17]([N+:21]([O-])=O)[CH:16]=3)[C:10]2=[O:13])=[CH:5][CH:4]=1>O1CCCC1.CO.[Pd]>[NH2:21][C:17]1[CH:16]=[C:15]([CH:20]=[CH:19][CH:18]=1)[CH2:14][CH:9]1[CH2:8][CH2:7][C:6]2[C:11](=[CH:12][C:3]([O:2][CH3:1])=[CH:4][CH:5]=2)[C:10]1=[O:13]. Procedure details: A mixture of 626 mg (2.02 mmol) of the product of Example 28 and 125 mg of 10% Pd/C in 15 mL tetrahydrofuran and 15 mL CH3OH was hydrogensted on a Parr (trademark) Hydrogenator under 25 psi H2 at room temperature. After 30 minutes, the reaction mixture was filtered through diatomaceous earth [Celite (trademark)], the filtrate concentrated in vacuo, and the residue purified by silica gel chromatography (5% ethyl acetate-CH2Cl2) to yield 369 mg of pure product, a yellow solid. m.p.: 159°-161° C. M...